From a dataset of the Open Reaction Database (ORD), a public repository of structured organic reaction records. describe an organic reaction: reactants, conditions, products, and yield Starting materials: CC1=CC=C(C=C1)S(=O)(=O)N1N=CC=C1 (1-[(4-methylphenyl)sulfonyl]-1H-pyrazole), C(C)(C)(C)[Li] (t-butyllithium), C(C)C(C=O)CC (2-ethylbutyraldehyde). The solvent is C1CCOC1 (THF). The product is C(C)C(C(O)C1=CC=NN1S(=O)(=O)C1=CC=C(C=C1)C)CC (2-ethyl-1-{1-[(4-methylphenyl)sulfonyl]-1H-pyrazol-5-yl}butan-1-ol). Yield: 74.9%. RXN SMILES: [CH3:1][C:2]1[CH:7]=[CH:6][C:5]([S:8]([N:11]2[CH:15]=[CH:14][CH:13]=[N:12]2)(=[O:10])=[O:9])=[CH:4][CH:3]=1.C([Li])(C)(C)C.[CH2:21]([CH:23]([CH2:26][CH3:27])[CH:24]=[O:25])[CH3:22]>C1COCC1>[CH2:21]([CH:23]([CH2:26][CH3:27])[CH:24]([C:15]1[N:11]([S:8]([C:5]2[CH:6]=[CH:7][C:2]([CH3:1])=[CH:3][CH:4]=2)(=[O:10])=[O:9])[N:12]=[CH:13][CH:14]=1)[OH:25])[CH3:22]. Procedure details: To 1-[(4-methylphenyl)sulfonyl]-1H-pyrazole (0.50 g, 2.26 mmol) [J. Chem. Res., Synopses, 10, 327 (1979)] in THF (23 mL) at −78° C. was added a solution of t-butyllithium (1.7 M in pentane, 1.5 mL, 2.49 mmol) dropwise. After 10 min 2-ethylbutyraldehyde (0.31 mL, 2.49 mmol) was added. After 10 min the reaction mixture was quenched with saturated aqueous ammonium chloride (5 mL) and then diluted with H2O (30 mL) and extracted with EtOAc (3×30 mL). The organic extract was dried (Na2SO4) and concent... Reactants: O=C([O-])O, CO, Cl, CCOC(=O)C(Cc1cccc(OC(F)(F)C(F)F)n1)C(O)c1ccc(F)cc1, [Na+], [Na+], [OH-]. Yields the product O=C(O)C(Cc1cccc(OC(F)(F)C(F)F)n1)C(O)c1ccc(F)cc1. Reaction SMILES: [C:33](=[O:34])([O-:35])[OH:36].[CH3:38][OH:39].[ClH:32].[F:1][c:2]1[cH:3][cH:4][c:5]([CH:8]([CH:9]([C:10](=[O:11])[O:12][CH2:13][CH3:14])[CH2:15][c:16]2[n:17][c:18]([O:22][C:23]([CH:24]([F:25])[F:26])([F:27])[F:28])[cH:19][cH:20][cH:21]2)[OH:29])[cH:6][cH:7]1.[Na+:31].[Na+:37].[OH-:30]>>[F:1][c:2]1[cH:3][cH:4][c:5]([CH:8]([CH:9]([C:10](=[O:11])[OH:12])[CH2:15][c:16]2[n:17][c:18]([O:22][C:23]([CH:24]([F:25])[F:26])([F:27])[F:28])[cH:19][cH:20][cH:21]2)[OH:29])[cH:6][cH:7]1.